Dataset: the Open Reaction Database (ORD), a public repository of structured organic reaction records. Task: describe an organic reaction: reactants, conditions, products, and yield Starting materials: CN1C(=O)C2(CCCCBr)CCCc3cccc1c32, O=C([O-])[O-], c1ccc2c(c1)CCNC2, CCOC(C)=O, CN(C)C=O, [K+], [K+]. The product is CN1C(=O)C2(CCCCN3CCc4ccccc4C3)CCCc3cccc1c32. Reaction SMILES: [Br:1][CH2:2][CH2:3][CH2:4][CH2:5][C:6]12[C:7](=[O:19])[N:8]([CH3:18])[c:9]3[cH:10][cH:11][cH:12][c:13]([c:14]31)[CH2:15][CH2:16][CH2:17]2.[C:30](=[O:31])([O-:32])[O-:33].[CH2:20]1[NH:21][CH2:22][CH2:23][c:24]2[cH:25][cH:26][cH:27][cH:28][c:29]21.[CH3:36][CH2:37][O:38][C:39](=[O:40])[CH3:41].[CH3:42][N:43]([CH3:44])[CH:45]=[O:46].[K+:34].[K+:35]>>[CH2:2]([CH2:3][CH2:4][CH2:5][C:6]12[C:7](=[O:19])[N:8]([CH3:18])[c:9]3[cH:10][cH:11][cH:12][c:13]([c:14]31)[CH2:15][CH2:16][CH2:17]2)[N:21]1[CH2:20][c:29]2[c:24]([cH:25][cH:26][cH:27][cH:28]2)[CH2:23][CH2:22]1. Starting materials: N(N)C1=NC=CC=N1 (2-hydrazinopyrimidine), [OH-].[Na+] (sodium hydroxide), ClC1=CC=C(C=C1)CC(=O)OCC (ethyl 4-chloro-phenylacetate), COC(N(C)C)OC (dimethylformamide dimethyl acetal). Yields the product N1=C(N=CC=C1)N1NC=C(C1=O)C1=CC=C(C=C1)Cl (1-pyrimid-2-yl-4-(4-chloro-phenyl)pyrazolin-5-one). Run in Cl (hydrochloric acid), Cl (hydrochloric acid), O (water). RXN SMILES: [Cl:1][C:2]1[CH:7]=[CH:6][C:5]([CH2:8][C:9]([O:11]CC)=O)=[CH:4][CH:3]=1.[CH3:14]OC(OC)N(C)C.[NH:22]([C:24]1[N:29]=[CH:28][CH:27]=[CH:26][N:25]=1)[NH2:23].[OH-].[Na+]>Cl.O>[N:25]1[CH:26]=[CH:27][CH:28]=[N:29][C:24]=1[N:22]1[C:9](=[O:11])[C:8]([C:5]2[CH:4]=[CH:3][C:2]([Cl:1])=[CH:7][CH:6]=2)=[CH:14][NH:23]1 |f:3.4|. Procedure: 19.9 g (0.1 mole) of ethyl 4-chloro-phenylacetate are heated at 100° C. with 23.8 g (0.2 mole) of dimethylformamide dimethyl acetal for 5 hours. All the volatile constituents are then distilled off at this temperature under a waterpump vacuum. The oily residue, which essentially consists of ethyl α-dimethylaminomethylene-4-chlorophenylacetate, is dissolved, without further purification, in 140 ml of ethanol. 11 g (0.1 mole) of 2-hydrazinopyrimidine and 10 ml of concentrated hydrochloric acid are... Isolated yield 26.4%. Reaction conditions: time 5 hour. The reactants are [Br-].C(C)(C)(C)OC(=O)C[P+](C1=CC=CC=C1)(C1=CC=CC=C1)C1=CC=CC=C1 ((tert-butoxycarbonylmethyl)triphenylphosphonium bromide), [H-].[Na+] (NaH), C(=O)C1=CC=C(N1)C(=O)OC (methyl 5-formyl-1H-pyrrole-2-carboxylate). The solvent is C1CCOC1 (THF), C1CCOC1 (THF). Conditions: time 30 minute. The product is C(=O)C=1C=C(NC1)C(=O)OC (Methyl 4-formyl-1H-pyrrole-2-carboxylate). Reaction SMILES: [H-].[Na+].[Br-].[C:4]([O:8]C(C[P+](C1C=CC=CC=1)(C1C=CC=CC=1)C1C=CC=CC=1)=O)(C)(C)C.C([C:33]1[NH:37][C:36]([C:38]([O:40][CH3:41])=[O:39])=[CH:35][CH:34]=1)=O>C1COCC1>[CH:4]([C:34]1[CH:35]=[C:36]([C:38]([O:40][CH3:41])=[O:39])[NH:37][CH:33]=1)=[O:8] |f:0.1,2.3|. Reported procedure: To a suspension of NaH (5.74 g, 143.5 mmol; 60% in oil) in THF (200 mL) at 0° C. was added (tert-butoxycarbonylmethyl)triphenylphosphonium bromide (66 g, 143.5 mmol) as a solid in three portions. Cooling was removed and the mixture was stirred at rt for 30 min. It was then cooled to 0° C. and methyl 5-formyl-1H-pyrrole-2-carboxylate (16.9 g, 110.4 mmol) in THF (60 mL) was added dropwise over 40 min. The reaction mixture was allowed to warm to rt and was stirred overnight. Silica was added and th... Starting materials: C(C)(C)(C)OC(C(C(C)C)CS(=O)(=O)N1CCN(CC1)C1=CC=C(C=C1)Br)=O (2-[4-(4-bromophenyl)-piperazine-1-sulfonylmethyl]-3-methyl-butyric acid tert-butyl ester), Cl.Cl.ClC1=CC=C(C=C1)C=1C=CC(=NC1)N1CCNCC1 (4-[5-(4-chlorophenyl)pyridin-2-yl]piperazine dihydrochloride), C(C1=CC=CC=C1)[C@H]1N(C(OC1)=O)C([C@@H](C(C)C)CS(=O)(=O)Cl)=O (4-(R)-benzyl-3-(2-(R)-chlorosulfonylmethyl-3-methylbutyryl)oxazolidin-2-one). The product is C(C1=CC=CC=C1)[C@H]1N(C(OC1)=O)C([C@@H](C(C)C)CS(=O)(=O)N1CCN(CC1)C1=NC=C(C=C1)C1=CC=C(C=C1)Cl)=O (4-(R)-Benzyl-3-(2-(R)-{4-[5-(4-chlorophenyl)pyridin-2-yl]piperazine-1-sulfonylmethyl}-3-methylbutyryl)-oxazolidin-2-one). Yield: 80.9%. Reaction SMILES: C(OC(=O)C(CS(N1CCN(C2C=CC(Br)=CC=2)CC1)(=O)=O)C(C)C)(C)(C)C.Cl.Cl.[Cl:31][C:32]1[CH:37]=[CH:36][C:35]([C:38]2[CH:39]=[CH:40][C:41]([N:44]3[CH2:49][CH2:48][NH:47][CH2:46][CH2:45]3)=[N:42][CH:43]=2)=[CH:34][CH:33]=1.[CH2:50]([C@@H:57]1[CH2:61][O:60][C:59](=[O:62])[N:58]1[C:63](=[O:73])[C@H:64]([CH2:68][S:69](Cl)(=[O:71])=[O:70])[CH:65]([CH3:67])[CH3:66])[C:51]1[CH:56]=[CH:55][CH:54]=[CH:53][CH:52]=1>>[CH2:50]([C@@H:57]1[CH2:61][O:60][C:59](=[O:62])[N:58]1[C:63](=[O:73])[C@H:64]([CH2:68][S:69]([N:47]1[CH2:46][CH2:45][N:44]([C:41]2[CH:40]=[CH:39][C:38]([C:35]3[CH:34]=[CH:33][C:32]([Cl:31])=[CH:37][CH:36]=3)=[CH:43][N:42]=2)[CH2:49][CH2:48]1)(=[O:71])=[O:70])[CH:65]([CH3:67])[CH3:66])[C:51]1[CH:56]=[CH:55][CH:54]=[CH:53][CH:52]=1 |f:1.2.3|. Procedure: Prepared according to the method for the preparation of 2-[4-(4-bromophenyl)-piperazine-1-sulfonylmethyl]-3-methyl-butyric acid tert-butyl ester, from 4-[5-(4-chlorophenyl)pyridin-2-yl]piperazine dihydrochloride (0.228 g) and 4-(R)-benzyl-3-(2-(R)-chlorosulfonylmethyl-3-methylbutyryl)oxazolidin-2-one(0.295 g), to yield the title compound as a yellow solid (0.325 g, 81%). Starting materials: COc1ccc(C(C#N)C2(O)CCCCC2)cc1, CCO, N, [Rh]. Yields the product COc1ccc(C(CN)C2(O)CCCCC2)cc1. Reaction SMILES: [C:1](#[N:2])[CH:3]([C:4]1([OH:10])[CH2:5][CH2:6][CH2:7][CH2:8][CH2:9]1)[c:11]1[cH:12][cH:13][c:14]([O:17][CH3:18])[cH:15][cH:16]1.[CH2:19]([OH:20])[CH3:21].[NH3:22].[Rh:23]>>[CH2:1]([NH2:2])[CH:3]([C:4]1([OH:10])[CH2:5][CH2:6][CH2:7][CH2:8][CH2:9]1)[c:11]1[cH:12][cH:13][c:14]([O:17][CH3:18])[cH:15][cH:16]1.